Dataset: the Open Reaction Database (ORD), a public repository of structured organic reaction records. Task: describe an organic reaction: reactants, conditions, products, and yield The reactants are ClCl (Chlorine), FC(C=1C=CC(=CC1)O)(F)F (α,α,α-trifluoro-p-cresol). Solvent: C(CCl)Cl (ethylene dichloride). Product: ClC1=CC(=CC=C1O)C(F)(F)F (2-chloro-α,α,α-trifluoro-p- cresol). Isolated yield 71.0%. Reaction SMILES: [Cl:1]Cl.[F:3][C:4]([F:13])([F:12])[C:5]1[CH:6]=[CH:7][C:8]([OH:11])=[CH:9][CH:10]=1>C(Cl)CCl>[Cl:1][C:9]1[C:8]([OH:11])=[CH:7][CH:6]=[C:5]([C:4]([F:12])([F:13])[F:3])[CH:10]=1. Procedure: Chlorine gas is passed through a flow meter into a solution of α,α,α-trifluoro-p-cresol (4.05 g. 0.025 mole) in ethylene dichloride (200 ml.) at 0° C. until the theoretical volume has been absorbed. The solvent is stripped off and the residue distilled to give 2-chloro-α,α,α-trifluoro-p- cresol (3.5 g. 71%) b.p. 80°-82° C. at 33 mm. The reactants are CC1=C(C=CC=C1C)N1CCC=2C(=NC=3C(=CC=CC3C21)OC(F)(F)F)Cl (1-(2,3-Dimethylphenyl)-4-chloro-6-trifluoromethoxy-2,3-dihydropyrrolo[3,2-c]quinoline), NCCCO (3-amino-1-propanol). The product is CC1=C(C=CC=C1C)N1CCC=2C(=NC=3C(=CC=CC3C21)OC(F)(F)F)NCCCO (1-(2,3-dimethylphenyl)-4-[(3-hydroxypropyl)amino]-6-trifluoromethoxy-2,3-dihydropyrrolo[3,2-c]quinoline). Reaction SMILES: [CH3:1][C:2]1[C:7]([CH3:8])=[CH:6][CH:5]=[CH:4][C:3]=1[N:9]1[C:21]2[C:20]3[CH:19]=[CH:18][CH:17]=[C:16]([O:22][C:23]([F:26])([F:25])[F:24])[C:15]=3[N:14]=[C:13](Cl)[C:12]=2[CH2:11][CH2:10]1.[NH2:28][CH2:29][CH2:30][CH2:31][OH:32]>>[CH3:1][C:2]1[C:7]([CH3:8])=[CH:6][CH:5]=[CH:4][C:3]=1[N:9]1[C:21]2[C:20]3[CH:19]=[CH:18][CH:17]=[C:16]([O:22][C:23]([F:26])([F:25])[F:24])[C:15]=3[N:14]=[C:13]([NH:28][CH2:29][CH2:30][CH2:31][OH:32])[C:12]=2[CH2:11][CH2:10]1. Procedure details: 1-(2,3-Dimethylphenyl)-4-chloro-6-trifluoromethoxy-2,3-dihydropyrrolo[3,2-c]quinoline(500 mg, 1.3 mmol) was dissolved in 3-amino-1-propanol(6 ml) in the pressure tube, then reacted at the same condition of Step 3 in the Example 14 to obtain 300 mg of desired compound as solid in 56% of yield. Starting materials: COC=1C=C(C2=C(C=C(O2)C2=CC=C(C=C2)OC)C1)CCC (5-Methoxy-2-(4-methoxy-phenyl)-7-propyl-benzofuran), N1[C@@H](CCC1=O)C(=O)O.Cl (Pyr-HCl). Yields the product OC1=CC=C(C=C1)C=1OC2=C(C1)C=C(C=C2CCC)O (2-(4-Hydroxy-phenyl)-7-propyl-benzofuran-5-ol). As a reaction SMILES: C[O:2][C:3]1[CH:4]=[C:5]([CH2:20][CH2:21][CH3:22])[C:6]2[O:10][C:9]([C:11]3[CH:16]=[CH:15][C:14]([O:17]C)=[CH:13][CH:12]=3)=[CH:8][C:7]=2[CH:19]=1.N1C(=O)CC[C@H]1C(O)=O.Cl>>[OH:17][C:14]1[CH:15]=[CH:16][C:11]([C:9]2[O:10][C:6]3[C:5]([CH2:20][CH2:21][CH3:22])=[CH:4][C:3]([OH:2])=[CH:19][C:7]=3[CH:8]=2)=[CH:12][CH:13]=1 |f:1.2|. Procedure: Compound 35 was prepared via demethylation of 34 with Pyr-HCl: Mp=178–180° C.; 1H NMR (DMSO-d6) δ 9.81 (br s, 1 H), 9.02 (br s, 1 H), 7.67 (d, 2 H, J=8.5 Hz), 6.98 (s, 1 H), 6.87 (d, 2 H, J=8.5 Hz), 6.71 (d, 1 H, J=2.1 Hz), 6.51 (d, 1 H, J=2.1 Hz), 2.84 (t, 2 H, J=7.8 Hz), 1.75 (q, 2 H, J=7.4 Hz), 0.96 (t, 3 H, J=7.4 Hz); MS 269 (M+H)+ Reactants: O=C([O-])[O-], CC1(C)OC(=O)Nc2ccc(-c3ccc[nH]3)cc21, CI, CN(C)C=O, [K+], [K+], O. Product: Cn1cccc1-c1ccc2c(c1)C(C)(C)OC(=O)N2. RXN SMILES: [C:19](=[O:20])([O-:21])[O-:22].[CH3:1][C:2]1([CH3:18])[c:3]2[c:4]([cH:9][cH:10][c:11](-[c:13]3[nH:14][cH:15][cH:16][cH:17]3)[cH:12]2)[NH:5][C:6](=[O:8])[O:7]1.[CH3:25][I:26].[CH3:28][N:29]([CH3:30])[CH:31]=[O:32].[K+:23].[K+:24].[OH2:27]>>[CH3:1][C:2]1([CH3:18])[c:3]2[c:4]([cH:9][cH:10][c:11](-[c:13]3[n:14]([CH3:19])[cH:15][cH:16][cH:17]3)[cH:12]2)[NH:5][C:6](=[O:8])[O:7]1. The solvent is petroleum ether. The product is COC=1C=C2C(C=CNC2=CC1OCCOC)=O (6-methoxy-7-(2-methoxyethoxy)-1,4-dihydroquinolin-4-one). Run at temperature 240 celsius. The yield is 7.9%. Procedure: A solution of 4-methoxy-3-(2-methoxyethoxy)aniline (5 g, 25.3 mmol) and diethyl ethoxymethylenemalonate (6 ml, 30 mmol) was heated at 110° C. for 30 minutes. Phenyl ether (5 ml) was added and the mixture was heated at 240° C. for 6 hours. The mixture was allowed to cool and diluted with petroleum ether. The resulting solid was collected by filtration and purified by reverse phase chromatography on a Diaion (trade mark of Mitsubishi) HP20SS resin column eluting with acetonitrile/water (40/60) to ... Starting materials: COC1=C(C=C(N)C=C1)OCCOC (4-methoxy-3-(2-methoxyethoxy)aniline), C(C)OC=C(C(=O)OCC)C(=O)OCC (diethyl ethoxymethylenemalonate), C1(=CC=CC=C1)OC1=CC=CC=C1 (Phenyl ether). RXN SMILES: [CH3:1][O:2][C:3]1[CH:9]=[CH:8][C:6]([NH2:7])=[CH:5][C:4]=1[O:10][CH2:11][CH2:12][O:13][CH3:14].C([O:17][CH:18]=[C:19](C(OCC)=O)[C:20](OCC)=O)C.C1(OC2C=CC=CC=2)C=CC=CC=1>>[CH3:1][O:2][C:3]1[CH:9]=[C:8]2[C:6](=[CH:5][C:4]=1[O:10][CH2:11][CH2:12][O:13][CH3:14])[NH:7][CH:20]=[CH:19][C:18]2=[O:17]. Procedure details: The title compound was prepared following the same general protocol as described in Step 8-9, Example 1, using the 2-(4-bromophenyl)propan-2-amine and the 1-((2′-(tert-butoxycarbonyl)-[1,1′-biphenyl]-4-yl)methyl)-2,3-dimethyl-1H-indole-5-carboxylic acid. ESI-MS (m/z): 595/597 [M+H]+. Product: BrC1=CC=C(C=C1)C(C)(C)NC(=O)C=1C=C2C(=C(N(C2=CC1)CC1=CC=C(C=C1)C=1C(=CC=CC1)C(=O)O)C)C (4′-((5-((2-(4-bromophenyl)propan-2-yl)carbamoyl)-2,3-dimethyl-1H-indol-1-yl)methyl)-[1,1′-biphenyl]-2-carboxylic acid). Starting materials: BrC1=CC=C(C=C1)C(C)(C)N (2-(4-bromophenyl)propan-2-amine), C(C)(C)(C)OC(=O)C1=C(C=CC=C1)C1=CC=C(C=C1)CN1C(=C(C2=CC(=CC=C12)C(=O)O)C)C (1-((2′-(tert-butoxycarbonyl)-[1,1′-biphenyl]-4-yl)methyl)-2,3-dimethyl-1H-indole-5-carboxylic acid). As a reaction SMILES: [Br:1][C:2]1[CH:7]=[CH:6][C:5]([C:8]([NH2:11])([CH3:10])[CH3:9])=[CH:4][CH:3]=1.C([O:16][C:17]([C:19]1[CH:24]=[CH:23][CH:22]=[CH:21][C:20]=1[C:25]1[CH:30]=[CH:29][C:28]([CH2:31][N:32]2[C:40]3[C:35](=[CH:36][C:37]([C:41](O)=[O:42])=[CH:38][CH:39]=3)[C:34]([CH3:44])=[C:33]2[CH3:45])=[CH:27][CH:26]=1)=[O:18])(C)(C)C>>[Br:1][C:2]1[CH:3]=[CH:4][C:5]([C:8]([NH:11][C:41]([C:37]2[CH:36]=[C:35]3[C:40](=[CH:39][CH:38]=2)[N:32]([CH2:31][C:28]2[CH:27]=[CH:26][C:25]([C:20]4[C:19]([C:17]([OH:18])=[O:16])=[CH:24][CH:23]=[CH:22][CH:21]=4)=[CH:30][CH:29]=2)[C:33]([CH3:45])=[C:34]3[CH3:44])=[O:42])([CH3:9])[CH3:10])=[CH:6][CH:7]=1. Reactants: C[Si](C)(C)I (Trimethylsilyl iodide), COC[C@@H](OC=1C=C(C(=O)NC2=NN(C=C2)C)C=C(C1)OC1=CC=C(C=C1)C1=NOC=N1)C (3-[(1S)-2-methoxy-1-methylethoxy]-N-(1-methyl-1H-pyrazol-3-yl)-5-[4-(1,2,4-oxadiazol-3-yl)phenoxy]benzamide). Run in C(C)#N (acetonitrile), C(C)(=O)OCC (ethyl acetate). Conditions: time 18 hour. Product: OC[C@@H](OC=1C=C(C(=O)NC2=NN(C=C2)C)C=C(C1)OC1=CC=C(C=C1)C1=NOC=N1)C (3-[(1S)-2-Hydroxy-1-methylethoxy]-N-(1-methyl-1H-pyrazol-3-yl)-5-[4-(1,2,4-oxadiazol-3-yl)phenoxy]benzamide). The yield is 84.5%. Reaction SMILES: C[Si](I)(C)C.C[O:7][CH2:8][C@H:9]([CH3:38])[O:10][C:11]1[CH:12]=[C:13]([CH:23]=[C:24]([O:26][C:27]2[CH:32]=[CH:31][C:30]([C:33]3[N:37]=[CH:36][O:35][N:34]=3)=[CH:29][CH:28]=2)[CH:25]=1)[C:14]([NH:16][C:17]1[CH:21]=[CH:20][N:19]([CH3:22])[N:18]=1)=[O:15]>C(#N)C.C(OCC)(=O)C>[OH:7][CH2:8][C@H:9]([CH3:38])[O:10][C:11]1[CH:12]=[C:13]([CH:23]=[C:24]([O:26][C:27]2[CH:32]=[CH:31][C:30]([C:33]3[N:37]=[CH:36][O:35][N:34]=3)=[CH:29][CH:28]=2)[CH:25]=1)[C:14]([NH:16][C:17]1[CH:21]=[CH:20][N:19]([CH3:22])[N:18]=1)=[O:15]. Procedure: Trimethylsilyl iodide (0.062 mL, 0.434 mmol) was added to a solution of 3-[(1S)-2-methoxy-1-methylethoxy]-N-(1-methyl-1H-pyrazol-3-yl)-5-[4-(1,2,4-oxadiazol-3-yl)phenoxy]benzamide (78 mg, 0.174 mmol) in acetonitrile (2 mL) and the reaction mixture allowed to stir at RT for 18 hours. The reaction was diluted with ethyl acetate (15 mL) and quenched by the addition of saturated aqueous sodium bicarbonate (20 mL). The organic phase was washed with saturated aqueous thiosulphate solution (20 mL) and ...